Dataset: the Open Reaction Database (ORD), a public repository of structured organic reaction records. Task: describe an organic reaction: reactants, conditions, products, and yield Starting materials: [Cl-].[Al+3].[Cl-].[Cl-] (aluminum chloride), CC1=CC=C(C=C1)OC (4-Methylanisole), FC1=C(C=CC=C1)C (2-fluorotoluene), stainless steel. Reagents/catalysts: Cl (HCl). The solvent is Parr®-brand 4522. Conditions: temperature 30 celsius. The product is FC1=C(C=C(C=O)C=C1)C (4-fluoro-3-methylbenzaldehyde). Isolated yield 131.4%. RXN SMILES: [Cl-].[Al+3].[Cl-].[Cl-].CC1C=C[C:9]([O:12]C)=CC=1.[F:14][C:15]1[CH:20]=[CH:19][CH:18]=[CH:17][C:16]=1[CH3:21]>Cl>[F:14][C:15]1[CH:20]=[CH:19][C:18]([CH:9]=[O:12])=[CH:17][C:16]=1[CH3:21] |f:0.1.2.3|. Procedure details: 229.30 g of aluminum chloride (mol. wt. 133.34; 1,719.7 mmol), 110.0 g (4-Methylanisole (mol. Wt. 122.17; 900.4 mmol), and about 500 g of 2-fluorotoluene (mol. Wt. 110.13; 4,540.1 mmol) were charged to a 2 liter Parr®-brand 4522 stainless steel reaction vessel. To this mixture was added 5 drops of concentrated HCl. The vessel was sealed, heated to 30° C., and purged three times with carbon monoxide with the pressure of the vessel increased to 100 psi for each purging. After the third purge, the ... Starting materials: OC1=CC=C(C(=O)C2=CC=C(CSC3=NC4=CC=CC(=C4C(N3C)=O)C)C=C2)C=C1 (2-[4-(4-hydroxybenzoyl)benzylthio]-3,5-dimethyl-4(3H)-quinazolinone), C1(=CC=CC=C1)C1=CC=C(C(CBr)=O)C=C1 (4-phenylphenacyl bromide), C([O-])([O-])=O.[K+].[K+] (potassium carbonate). Solvent: CN(C)C=O (DMF). Product: CN1C(=NC2=CC=CC(=C2C1=O)C)SCC1=CC=C(C=C1)C(C1=CC=C(C=C1)OCC(=O)C1=CC=C(C=C1)C1=CC=CC=C1)=O (3,5-Dimethyl-2-[4-[4-(4-phenylphenacyloxy)benzoyl]benzylthio]-4(3H)-quinazolinone). Yield: 37.2%. Reaction SMILES: [OH:1][C:2]1[CH:30]=[CH:29][C:5]([C:6]([C:8]2[CH:28]=[CH:27][C:11]([CH2:12][S:13][C:14]3[N:23]([CH3:24])[C:22](=[O:25])[C:21]4[C:16](=[CH:17][CH:18]=[CH:19][C:20]=4[CH3:26])[N:15]=3)=[CH:10][CH:9]=2)=[O:7])=[CH:4][CH:3]=1.[C:31]1([C:37]2[CH:46]=[CH:45][C:40]([C:41](=[O:44])[CH2:42]Br)=[CH:39][CH:38]=2)[CH:36]=[CH:35][CH:34]=[CH:33][CH:32]=1.C(=O)([O-])[O-].[K+].[K+]>CN(C=O)C>[CH3:24][N:23]1[C:22](=[O:25])[C:21]2[C:16](=[CH:17][CH:18]=[CH:19][C:20]=2[CH3:26])[N:15]=[C:14]1[S:13][CH2:12][C:11]1[CH:27]=[CH:28][C:8]([C:6](=[O:7])[C:5]2[CH:4]=[CH:3][C:2]([O:1][CH2:42][C:41]([C:40]3[CH:45]=[CH:46][C:37]([C:31]4[CH:36]=[CH:35][CH:34]=[CH:33][CH:32]=4)=[CH:38][CH:39]=3)=[O:44])=[CH:30][CH:29]=2)=[CH:9][CH:10]=1 |f:2.3.4|. Procedure: A solution of 2-[4-(4-hydroxybenzoyl)benzylthio]-3,5-dimethyl-4(3H)-quinazolinone (398 mg), 4-phenylphenacyl bromide (290 mg) and potassium carbonate (440 mg) in DMF (7 ml) was stirred at room temperature for 72 hours. This reaction mixture was concentrated and the residue was purified by silica gel column chromatography (dichloromethane: ether =10:1) and recrystallized from chloroform-ethyl acetate to provide the title compound as colorless solid (217 mg).